From a dataset of the Open Reaction Database (ORD), a public repository of structured organic reaction records. describe an organic reaction: reactants, conditions, products, and yield Reactants: E9, FC1=C(C#N)C=C(C=C1)CO (2-fluoro-5-(hydroxymethyl)benzonitrile), C(C)(C)(C)OC(=O)N1[C@H](CN2C(N=C(C=C21)Cl)=O)C ((S)-tert-butyl-7-chloro-2-methyl-5-oxo-2,3-dihydroimidazo[1,2-c]pyrimidine-1(5H)-carboxylate). Yields the product FC1=C(C#N)C=C(C=C1)COC=1C=C2N(C(N1)=O)C[C@@H](N2)C ((S)-2-fluoro-5-(((2-methyl-5-oxo-1,2,3,5-tetrahydroimidazo[1,2-c]pyrimidin-7-yl)oxy)methyl)benzonitrile). Reaction SMILES: [F:1][C:2]1[CH:9]=[CH:8][C:7]([CH2:10][OH:11])=[CH:6][C:3]=1[C:4]#[N:5].C(OC([N:19]1[C:27]2[N:22]([C:23](=[O:29])[N:24]=[C:25](Cl)[CH:26]=2)[CH2:21][C@@H:20]1[CH3:30])=O)(C)(C)C>>[F:1][C:2]1[CH:9]=[CH:8][C:7]([CH2:10][O:11][C:25]2[CH:26]=[C:27]3[NH:19][C@@H:20]([CH3:30])[CH2:21][N:22]3[C:23](=[O:29])[N:24]=2)=[CH:6][C:3]=1[C:4]#[N:5]. Procedure: The title compound was prepared by a procedure similar to that described for E9 starting from 2-fluoro-5-(hydroxymethyl)benzonitrile and (S)-tert-butyl-7-chloro-2-methyl-5-oxo-2,3-dihydroimidazo[1,2-c]pyrimidine-1(5H)-carboxylate. Reactants: C(C1=CC=CC=C1)N(C=1C(=C(C(=O)OCC)C=CC1)C)CC (ethyl 3-[benzyl(ethyl)amino]-2-methylbenzoate), [OH-].[Na+] (NaOH). Solvent: C1CCOC1 (THF), CO (MeOH). Run at temperature 50 celsius, time 16 hour. Product: C(C1=CC=CC=C1)N(C=1C(=C(C(=O)O)C=CC1)C)CC (3-[benzyl(ethyl)amino]-2-methylbenzoic acid). Isolated yield 88.6%. As a reaction SMILES: [CH2:1]([N:8]([CH2:21][CH3:22])[C:9]1[C:10]([CH3:20])=[C:11]([CH:17]=[CH:18][CH:19]=1)[C:12]([O:14]CC)=[O:13])[C:2]1[CH:7]=[CH:6][CH:5]=[CH:4][CH:3]=1.[OH-].[Na+]>C1COCC1.CO>[CH2:1]([N:8]([CH2:21][CH3:22])[C:9]1[C:10]([CH3:20])=[C:11]([CH:17]=[CH:18][CH:19]=1)[C:12]([OH:14])=[O:13])[C:2]1[CH:3]=[CH:4][CH:5]=[CH:6][CH:7]=1 |f:1.2|. Procedure: To a stirred solution of ethyl 3-[benzyl(ethyl)amino]-2-methylbenzoate (370 mg, 1.24 mmol) in THF (20 ml) and MeOH (5 ml) was added 2M NaOH (3.11 ml, 6.22 mmol) and the reaction was stirred at 50° C. for 16 h. The reaction was cooled to room temperature and the solvent removed in vacuo after which the aqueous solution was adjusted to pH1 using 1M HCl. The product was extracted into DCM (3×50 ml), washed with brine (20 ml), dried with Na2SO4 concentrated and filtered to afford the title compound ... Starting materials: OC=1C=CC(=C(C(=O)O)C1)[N+](=O)[O-] (5-hydroxy-2-nitrobenzoic acid), OC1=C(C(=O)O)C=C(C=C1)[N+](=O)[O-] (2-hydroxy-5-nitrobenzoic acid), ClC1=CC=C(C=C1)[N+](=O)[O-] (4-chloronitrobenzene), [OH-].[Na+] (sodium hydroxide). The reagents and catalysts are [C].[Pd] (palladium-carbon). Yields the product C1=CC(=CC=C1N)OC=2C=CC(=CC2)N (4,4′-diaminodiphenyl ether). RXN SMILES: [OH:1][C:2]1[CH:3]=[CH:4][C:5]([N+:11]([O-])=O)=[C:6]([CH:10]=1)C(O)=O.O[C:15]1[CH:23]=[CH:22][C:21]([N+:24]([O-])=O)=[CH:20][C:16]=1C(O)=O.ClC1C=CC([N+]([O-])=O)=CC=1.[OH-].[Na+]>[C].[Pd]>[CH:20]1[C:21]([NH2:24])=[CH:22][CH:23]=[C:15]([O:1][C:2]2[CH:10]=[CH:6][C:5]([NH2:11])=[CH:4][CH:3]=2)[CH:16]=1 |f:3.4,5.6|. Procedure details: A 5-hydroxy-2-nitrobenzoic acid derivative (e.g. sodium 5-hydroxy-2-nitrobenzoate) or a 2-hydroxy-5-nitrobenzoic acid derivative (e.g. sodium 2-hydroxy-5-nitrobenzoate) is reacted with 4-chloronitrobenzene in the presence of an alkali (e.g. sodium hydroxide), followed by hydrogenation using palladium-carbon, to give the corresponding 4,4′-diaminodiphenyl ether derivative. This is diazotized using sodium nitrite under acidic conditions in the presence of hydrochloric acid, followed by reaction wi... Starting materials: C(C)(C)(C)OC(=O)N1C(CCC1)C=O (2-formyl-pyrrolidine-1-carboxylic acid tert-butyl ester), aldehyde, CCCCCC.CCOC(=O)C (hexane EtOAc), [H-].[Na+] (NaH), triethylphosphonoacetate, Rf(aldehyde). The solvent is C1CCOC1 (THF), CCOC(=O)C (EtOAc), [Cl-].[Na+].O (brine), C1CCOC1 (THF). Product: C(C)(C)(C)OC(=O)N1C(CCC1)C=CC(=O)OCC (2-(2-Ethoxycarbonyl-vinyl)-pyrrolidine-1-carboxylic acid tert-butyl ester). Reaction SMILES: [H-].[Na+].[C:3]([O:7][C:8]([N:10]1[CH2:14][CH2:13][CH2:12][CH:11]1[CH:15]=O)=[O:9])([CH3:6])([CH3:5])[CH3:4].CCCCCC.[CH3:23][CH2:24][O:25][C:26]([CH3:28])=[O:27]>C1COCC1.CCOC(C)=O.[Cl-].[Na+].O>[C:3]([O:7][C:8]([N:10]1[CH2:14][CH2:13][CH2:12][CH:11]1[CH:15]=[CH:28][C:26]([O:25][CH2:24][CH3:23])=[O:27])=[O:9])([CH3:4])([CH3:5])[CH3:6] |f:0.1,3.4,7.8.9|. Reported procedure: A 2 L, 3-necked round bottomed flask equipped with an overhead stirred and nitrogen inlet was charged with NaH (60%, 10.0 g, 0.25 mol) and anhydrous THF (200 mL). To the stirred mixture was slowly added triethylphosphonoacetate (53.8 g, 0.24 mol) over 20 minutes. A solution of crude 2-formyl-pyrrolidine-1-carboxylic acid tert-butyl ester (40 g, 0.20 mol) in THF (75 mL) was added dropwise. The solution turned orange and the stirring was continued for 1 h until no aldehyde remained by TLC analysis... Product: N#Cc1ccc(C2(O)CCC(=O)CC2)cc1. The reactants are CCOC(C)=O, C1CCOC1, CCCCCC, Cl, [Na+], O=C([O-])O, N#Cc1ccc(C2(O)CCC3(CC2)OCCO3)cc1. Reaction SMILES: [C:31]([O:32][CH2:33][CH3:34])(=[O:35])[CH3:36].[CH2:37]1[O:38][CH2:39][CH2:40][CH2:41]1.[CH3:25][CH2:26][CH2:27][CH2:28][CH2:29][CH3:30].[ClH:42].[Na+:24].[O-:20][C:21]([OH:22])=[O:23].[OH:1][C:2]1([c:12]2[cH:13][cH:14][c:15]([C:16]#[N:17])[cH:18][cH:19]2)[CH2:3][CH2:4][C:5]2([O:6][CH2:9][CH2:8][O:7]2)[CH2:10][CH2:11]1>>[OH:1][C:2]1([c:12]2[cH:13][cH:14][c:15]([C:16]#[N:17])[cH:18][cH:19]2)[CH2:3][CH2:4][C:5](=[O:6])[CH2:10][CH2:11]1.